Dataset: the Open Reaction Database (ORD), a public repository of structured organic reaction records. Task: describe an organic reaction: reactants, conditions, products, and yield Reactants: C(C)(C)(C)OC(=O)N1C=CC2=CC=C(C=C12)C(C)(C)C (6-tert-Butyl indole-1-carboxylic acid tert-butyl ester). Reagents/catalysts: [Pd] (Pd/C). Run in CC(=O)O (AcOH). The product is C(C)(C)(C)OC(=O)N1CCC2=CC=C(C=C12)C(C)(C)C (6-tert-Butyl-2,3-dihydro-indole-1-carboxylic acid tert-butyl ester). RXN SMILES: [C:1]([O:5][C:6]([N:8]1[C:16]2[C:11](=[CH:12][CH:13]=[C:14]([C:17]([CH3:20])([CH3:19])[CH3:18])[CH:15]=2)[CH:10]=[CH:9]1)=[O:7])([CH3:4])([CH3:3])[CH3:2]>CC(O)=O.[Pd]>[C:1]([O:5][C:6]([N:8]1[C:16]2[C:11](=[CH:12][CH:13]=[C:14]([C:17]([CH3:20])([CH3:19])[CH3:18])[CH:15]=2)[CH2:10][CH2:9]1)=[O:7])([CH3:4])([CH3:3])[CH3:2]. Reported procedure: 6-tert-Butyl indole-1-carboxylic acid tert-butyl ester (prepared in Example GG; 13.0 g, 48 mmol) was taken up in 500 mL of AcOH. 20% Pd/C (2 g) was added, and the mixture was shaken under a hydrogen atmosphere of 50 psi. The catalyst was filtered, and the filtrate was concentrated. The residue was dissolved in EtOAc, washed with saturated NaHCO3 solution and brine, and dried (MgSO4). Concentration gave the title compound which was used without purification in the next step.